This data is from the Open Reaction Database (ORD), a public repository of structured organic reaction records. The task is: describe an organic reaction: reactants, conditions, products, and yield Reactants: CO, O=C[O-], CC(c1ccccc1)N(Cc1ccccc1)C(CN)CC1CCc2ccc(F)cc2C1, [NH4+]. Yields the product NCC(N)CC1CCc2ccc(F)cc2C1. As a reaction SMILES: [CH3:36][OH:37].[CH:1]([O-:2])=[O:3].[NH2:5][CH2:6][CH:7]([CH2:8][CH:9]1[CH2:10][c:11]2[cH:12][c:13]([F:19])[cH:14][cH:15][c:16]2[CH2:17][CH2:18]1)[N:20]([CH2:21][c:22]1[cH:23][cH:24][cH:25][cH:26][cH:27]1)[CH:28]([c:29]1[cH:30][cH:31][cH:32][cH:33][cH:34]1)[CH3:35].[NH4+:4]>>[NH2:5][CH2:6][CH:7]([CH2:8][CH:9]1[CH2:10][c:11]2[cH:12][c:13]([F:19])[cH:14][cH:15][c:16]2[CH2:17][CH2:18]1)[NH2:20].